From a dataset of the Open Reaction Database (ORD), a public repository of structured organic reaction records. describe an organic reaction: reactants, conditions, products, and yield The reactants are solution, FC1=CC=C(C=C1)C1(CCCCC1)C(=O)O (1-(4-fluorophenyl)cyclohexane carboxylic acid). Run in C1CCOC1 (THF). Reaction conditions: time 20 minute. Yields the product FC1=CC=C(C=C1)C1(CCCCC1)CO ((1-(4-fluorophenyl)cyclohexyl)methanol). Yield: 109.1%. As a reaction SMILES: [F:1][C:2]1[CH:7]=[CH:6][C:5]([C:8]2([C:14](O)=[O:15])[CH2:13][CH2:12][CH2:11][CH2:10][CH2:9]2)=[CH:4][CH:3]=1>C1COCC1>[F:1][C:2]1[CH:3]=[CH:4][C:5]([C:8]2([CH2:14][OH:15])[CH2:13][CH2:12][CH2:11][CH2:10][CH2:9]2)=[CH:6][CH:7]=1. Procedure details: A 1 M solution of borane-THF complex (16.7 mL, 16.7 mmol) was slowly added to a solution of (1-(4-fluorophenyl)cyclohexane carboxylic acid (928 mg, 4.18 mmol) in THF (15 mL) at room temperature under a nitrogen atmosphere. After 20 min., the reaction mixture was refluxed for 16 hrs, cooled to room temperature and quenched by the dropwise addition of 1N HCl until further addition caused no more gas evolution. Ethyl acetate and 1N sodium hydroxide were added. The organic layer was washed with 1N s... Starting materials: ClC=1C(=NC=NC1Cl)N (5,6-dichloropyrimidin-4-amine), NC1CC2(CN(C2)C(=O)OC(C)(C)C)C1 (tert-butyl 6-amino-2-azaspiro[3.3]heptane-2-carboxylate), N1=CC=C(C=C1)CN1N=CC(=C1)B(O)O ((1-(pyridin-4-ylmethyl)-1H-pyrazol-4-yl)boronic acid), C(C=C)(=O)O (acrylic acid). Product: NC1=C(C(=NC=N1)NC1CC2(CN(C2)C(C=C)=O)C1)C=1C=NN(C1)CC1=CC=NC=C1 (1-(6-((6-amino-5-(1-(pyridin-4-ylmethyl)-1H-pyrazol-4-yl)pyrimidin-4-yl)amino)-2-azaspiro[3.3]heptan-2-yl)prop-2-en-1-one). RXN SMILES: Cl[C:2]1[C:3]([NH2:9])=[N:4][CH:5]=[N:6][C:7]=1Cl.[NH2:10][CH:11]1[CH2:24][C:13]2([CH2:16][N:15]([C:17]([O:19]C(C)(C)C)=O)[CH2:14]2)[CH2:12]1.[N:25]1[CH:30]=[CH:29][C:28]([CH2:31][N:32]2[CH:36]=[C:35](B(O)O)[CH:34]=[N:33]2)=[CH:27][CH:26]=1.[C:40](O)(=O)[CH:41]=C>>[NH2:9][C:3]1[N:4]=[CH:5][N:6]=[C:7]([NH:10][CH:11]2[CH2:12][C:13]3([CH2:14][N:15]([C:17](=[O:19])[CH:40]=[CH2:41])[CH2:16]3)[CH2:24]2)[C:2]=1[C:35]1[CH:34]=[N:33][N:32]([CH2:31][C:28]2[CH:29]=[CH:30][N:25]=[CH:26][CH:27]=2)[CH:36]=1. Procedure details: 1-(6-((6-amino-5-(1-(pyridin-4-ylmethyl)-1H-pyrazol-4-yl)pyrimidin-4-yl)amino)-2-azaspiro[3.3]heptan-2-yl)prop-2-en-1-one was prepared from 5,6-dichloropyrimidin-4-amine, tert-butyl 6-amino-2-azaspiro[3.3]heptane-2-carboxylate, (1-(pyridin-4-ylmethyl)-1H-pyrazol-4-yl)boronic acid and acrylic acid according to general scheme 3 using methods S1, S2, S3, and S4A. HPLC purity: 99%. MS: m/z=416 [M+H]+. 1H NMR (CD3OD) δ 8.77 (m, 2H), 8.23 (s, 1H), 8.00 (s, 1H), 7.88 (m, 2H), 7.68 (s, 1H), 6.26 (m, 2H)... The reactants are residual gas, n-butenes, C=CCC (n-butene), C(C)(CC)O (secondary butyl alcohol). Yields the product C(C)(CC)OC(C)CC (di-sec. butyl ether). As a reaction SMILES: [CH2:1]=[CH:2][CH2:3][CH3:4].[CH:5]([OH:9])([CH2:7][CH3:8])[CH3:6]>>[CH:2]([O:9][CH:5]([CH2:7][CH3:8])[CH3:6])([CH2:3][CH3:4])[CH3:1]. Procedure details: From the recycle, a 76% residual gas containing 95.2 grams of n-butenes (1.7 moles) and 30.4 grams of n-butene (0.52 mole) was removed per hours, was depressured to normal atmospheric pressure in the second separator and was discharged. In the second separator 140 grams (1.9 moles) of secondary butyl alcohol and 0.7-1.4 grams of di-sec. butyl ether were obtained per hour after removing the C4 -components in the form of a 77 to 89% crude alcohol still containing 10-22% water. The space-time yield... Starting materials: CC(C)(C)OC(=O)NC(Cc1ccccc1)C(=O)O, ClCCl, CN(C)c1ccncc1, OCc1ccccc1. The product is CC(C)(C)OC(=O)NC(Cc1ccccc1)C(=O)OCc1ccccc1. RXN SMILES: [C:1]([CH3:2])([CH3:3])([CH3:4])[O:5][C:6](=[O:7])[NH:8][CH:9]([CH2:10][c:11]1[cH:12][cH:13][cH:14][cH:15][cH:16]1)[C:17](=[O:18])[OH:19].[CH2:28]([Cl:29])[Cl:30].[CH3:31][N:32]([CH3:33])[c:34]1[cH:35][cH:36][n:37][cH:38][cH:39]1.[OH:20][CH2:21][c:22]1[cH:23][cH:24][cH:25][cH:26][cH:27]1>>[C:1]([CH3:2])([CH3:3])([CH3:4])[O:5][C:6](=[O:7])[NH:8][CH:9]([CH2:10][c:11]1[cH:12][cH:13][cH:14][cH:15][cH:16]1)[C:17]([O:18][CH2:21][c:22]1[cH:23][cH:24][cH:25][cH:26][cH:27]1)=[O:19]. The reactants are CC#N, Clc1nc2ccccc2[nH]1, [K+], [K+], O=C([O-])[O-], O. Product: Nc1nc2ccccc2[nH]1. As a reaction SMILES: [CH3:18][C:19]#[N:20].[Cl:1][c:2]1[nH:3][c:4]2[c:5]([n:6]1)[cH:7][cH:8][cH:9][cH:10]2.[K+:11].[K+:12].[O-:13][C:14]([O-:15])=[O:16].[OH2:17]>>[c:2]1([NH2:20])[nH:3][c:4]2[c:5]([n:6]1)[cH:7][cH:8][cH:9][cH:10]2. Starting materials: ClC1=CC=C(C=C1)C1=NC=2C(=NC=CC2)N1CC(=O)O (2-(4-chlorophenyl)-3H-imidazo[4,5-b]pyridine-3-acetic acid), C(=O)(N1C=NC=C1)N1C=NC=C1 (1,1'-carbonyldiimidazole), NCC1N(CCC1)CC (2-(aminomethyl)-1-ethylpyrrolidine). Run in O1CCCC1 (tetrahydrofuran). Conditions: time 3 hour. Product: Cl.ClC1=CC=C(C=C1)C1=NC=2C(=NC=CC2)N1CC(=O)NCC1N(CCC1)CC (2-(4-Chlorophenyl)-N-[(1-ethyl-2-pyrrolidinyl)methyl]-3H-imidazo[4,5-b]pyridine-3-acetamide hydrochloride). As a reaction SMILES: [Cl:1][C:2]1[CH:7]=[CH:6][C:5]([C:8]2[N:16]([CH2:17][C:18]([OH:20])=O)[C:11]3=[N:12][CH:13]=[CH:14][CH:15]=[C:10]3[N:9]=2)=[CH:4][CH:3]=1.C(N1C=CN=C1)(N1C=CN=C1)=O.[NH2:33][CH2:34][CH:35]1[CH2:39][CH2:38][CH2:37][N:36]1[CH2:40][CH3:41]>O1CCCC1>[ClH:1].[Cl:1][C:2]1[CH:3]=[CH:4][C:5]([C:8]2[N:16]([CH2:17][C:18]([NH:33][CH2:34][CH:35]3[CH2:39][CH2:38][CH2:37][N:36]3[CH2:40][CH3:41])=[O:20])[C:11]3=[N:12][CH:13]=[CH:14][CH:15]=[C:10]3[N:9]=2)=[CH:6][CH:7]=1 |f:4.5|. Procedure: A mixture of 2-(4-chlorophenyl)-3H-imidazo[4,5-b]pyridine-3-acetic acid 5.0 g (0.0174 mole) and 1,1'-carbonyldiimidazole (2.82 g, 0.0174 mole) in 150 ml of tetrahydrofuran was stirred at room temperature for 3 hrs with a stream of nitrogen bubbling through it. The 2-(aminomethyl)-1-ethylpyrrolidine (4.46 g, 0.0348 mole) was added dropwise and the reaction mixture was allowed to stir at room temperature overnight. Starting materials: ClC1=NC=CC(=C1)OC1=CC(=C(C=C1F)NC(=O)C=1C(N(C=CC1OCC)C1=CC=C(C=C1)F)=O)F (N-(4-((2-chloropyridin-4-yl)oxy)-2,5-difluorophenyl)-4-ethoxy-1-(4-fluorophenyl)-2-oxo-1,2-dihydropyridine-3-carboxamide), C(C)(=O)N (acetamide), CC1(C2=C(C(=CC=C2)P(C3=CC=CC=C3)C4=CC=CC=C4)OC5=C(C=CC=C51)P(C6=CC=CC=C6)C7=CC=CC=C7)C (Xantphos), C(=O)([O-])[O-].[Cs+].[Cs+] (Cs2CO3). Reagents/catalysts: C=1C=CC(=CC1)/C=C/C(=O)/C=C/C2=CC=CC=C2.C=1C=CC(=CC1)/C=C/C(=O)/C=C/C2=CC=CC=C2.C=1C=CC(=CC1)/C=C/C(=O)/C=C/C2=CC=CC=C2.[Pd].[Pd] (Pd2(dba)3). The solvent is O1CCOCC1 (dioxane). Reaction conditions: temperature 100 celsius. Product: C(C)(=O)NC1=NC=CC(=C1)OC1=CC(=C(C=C1F)NC(=O)C=1C(N(C=CC1OCC)C1=CC=C(C=C1)F)=O)F (N-(4-((2-acetamidopyridin-4-yl)oxy)-2,5-difluorophenyl)-4-ethoxy-1-(4-fluorophenyl)-2-oxo-1,2-dihydropyridine-3-carboxamide). Isolated yield 39.9%. RXN SMILES: Cl[C:2]1[CH:7]=[C:6]([O:8][C:9]2[C:14]([F:15])=[CH:13][C:12]([NH:16][C:17]([C:19]3[C:20](=[O:35])[N:21]([C:28]4[CH:33]=[CH:32][C:31]([F:34])=[CH:30][CH:29]=4)[CH:22]=[CH:23][C:24]=3[O:25][CH2:26][CH3:27])=[O:18])=[C:11]([F:36])[CH:10]=2)[CH:5]=[CH:4][N:3]=1.[C:37]([NH2:40])(=[O:39])[CH3:38].CC1(C)C2C(=C(P(C3C=CC=CC=3)C3C=CC=CC=3)C=CC=2)OC2C(P(C3C=CC=CC=3)C3C=CC=CC=3)=CC=CC1=2.C([O-])([O-])=O.[Cs+].[Cs+]>O1CCOCC1.C1C=CC(/C=C/C(/C=C/C2C=CC=CC=2)=O)=CC=1.C1C=CC(/C=C/C(/C=C/C2C=CC=CC=2)=O)=CC=1.C1C=CC(/C=C/C(/C=C/C2C=CC=CC=2)=O)=CC=1.[Pd].[Pd]>[C:37]([NH:40][C:2]1[CH:7]=[C:6]([O:8][C:9]2[C:14]([F:15])=[CH:13][C:12]([NH:16][C:17]([C:19]3[C:20](=[O:35])[N:21]([C:28]4[CH:29]=[CH:30][C:31]([F:34])=[CH:32][CH:33]=4)[CH:22]=[CH:23][C:24]=3[O:25][CH2:26][CH3:27])=[O:18])=[C:11]([F:36])[CH:10]=2)[CH:5]=[CH:4][N:3]=1)(=[O:39])[CH3:38] |f:3.4.5,7.8.9.10.11|. Reported procedure: A mixture of N-(4-((2-chloropyridin-4-yl)oxy)-2,5-difluorophenyl)-4-ethoxy-1-(4-fluorophenyl)-2-oxo-1,2-dihydropyridine-3-carboxamide (36 g, 69.9 mmol), acetamide (12.4 g, 209 mmol), Xantphos (4 g, 6.9 mmol), Cs2CO3 (45.5 g, 140 mmol) and Pd2(dba)3 (3.84 g, 4.2 mmol) in dioxane (500 mL) was heated at 100° C. under nitrogen for 2 h. The reaction mixture was cooled to RT, filtered to remove inorganic salts, and concentrated under vacuum. The residue was treated with water (300 mL) and extracted wi...